This data is from the Open Reaction Database (ORD), a public repository of structured organic reaction records. The task is: describe an organic reaction: reactants, conditions, products, and yield Starting materials: [Br-], C1CCOC1, CCCCCCCCCCCCC, N#Cc1ccccc1, [Mg+]C#Cc1ccccc1. Product: C(#Cc1ccccc1)c1ccccc1. RXN SMILES: [Br-:1].[CH2:32]1[O:33][CH2:34][CH2:35][CH2:36]1.[CH3:19][CH2:20][CH2:21][CH2:22][CH2:23][CH2:24][CH2:25][CH2:26][CH2:27][CH2:28][CH2:29][CH2:30][CH3:31].[N:11]#[C:12][c:13]1[cH:14][cH:15][cH:16][cH:17][cH:18]1.[c:2]1([C:8]#[C:9][Mg+:10])[cH:3][cH:4][cH:5][cH:6][cH:7]1>>[c:2]1([C:8]#[C:9][c:13]2[cH:14][cH:15][cH:16][cH:17][cH:18]2)[cH:3][cH:4][cH:5][cH:6][cH:7]1. Starting materials: O (water), C([O-])([O-])=O.[Na+].[Na+] (sodium carbonate), Cl (hydrochloric acid), CSC1=C(C=CC(=C1)[N+](=O)[O-])C (2-methylsulphenyl-4-nitrotoluene). The reagents and catalysts are [Fe] (Iron). Solvent: CO (methanol). The product is CC1=C(C=C(N)C=C1)SC (4-methyl-3-methylsulphenylaniline). Isolated yield 41.8%. RXN SMILES: Cl.[CH3:2][S:3][C:4]1[CH:9]=[C:8]([N+:10]([O-])=O)[CH:7]=[CH:6][C:5]=1[CH3:13].O.C(=O)([O-])[O-].[Na+].[Na+]>CO.[Fe]>[CH3:13][C:5]1[CH:6]=[CH:7][C:8]([NH2:10])=[CH:9][C:4]=1[S:3][CH3:2] |f:3.4.5|. Reported procedure: Concentrated hydrochloric acid (128 ml) was added slowly to a suspension of 2-methylsulphenyl-4-nitrotoluene (36.6 g) in methanol. Iron powder (36 g) was added with stirring whilst maintaining the temperature below 50° C. The mixture was stirred at room temperature for 4 hours. The-mixture was poured into water, neutralized (by the addition of sodium carbonate), filtered and the residue was extracted with dichloromethane. The aqueous layer was extracted with dichloromethane and the combined orga... The reactants are CC1=NC2=C(N1)C1=CC=CC=C1C=C2 (2-methyl-1H-naphth[1,2-d]imidazole), [H-].[Na+] (sodium hydride), Cl (hydrochloric acid), CI (Methyl iodide). Solvent: O1CCCC1 (tetrahydrofuran), O (water). Conditions: time 20 minute. Product: CC=1N(C2=C(N1)C1=CC=CC=C1C=C2)C (2,3-dimethylnaphth[1,2-d]imidazole). As a reaction SMILES: [CH3:1][C:2]1[NH:6][C:5]2[C:7]3[C:12]([CH:13]=[CH:14][C:4]=2[N:3]=1)=[CH:11][CH:10]=[CH:9][CH:8]=3.[H-].[Na+].[CH3:17]I.Cl>O1CCCC1.O>[CH3:1][C:2]1[N:3]([CH3:17])[C:4]2[CH:14]=[CH:13][C:12]3[C:7](=[CH:8][CH:9]=[CH:10][CH:11]=3)[C:5]=2[N:6]=1 |f:1.2|. Procedure details: To a solution of 8.56 g of 2-methyl-1H-naphth[1,2-d]imidazole in 100 ml of tetrahydrofuran was added over a period of 15 minutes 2.25 g of 50% sodium hydride in oil and the mixture allowed to stir for 20 minutes. Methyl iodide (2.93 ml) was added over a 5-minute period and the reaction mixture allowed to stir at room temperature overnight. The reaction mixture was poured into water and the pH adjusted to 2 with 12N hydrochloric acid. The aqueous acid was extracted with chloroform (2×100 ml) and ... Reactants: Cl.Cl.N1CCC(CC1)N1C(NC2=NC=CC=C21)=O (1-piperidin-4-yl-1,3-dihydroimidazo[4,5-b]pyridin-2-one dihydrochloride), ClC1=CC(=CC(=N1)N(S(=O)(=O)C)C)C(=O)N1CCC2=CC(=CC=C12)F (N-[6-chloro-4-(5-fluoro-2,3-dihydro-indole-1-carbonyl)-pyridin-2-yl]-N-methyl-methanesulphonamide), C([O-])([O-])=O.[K+].[K+] (potassium carbonate). Solvent: CN1CCCC1=O (NMP). The product is FC=1C=C2CCN(C2=CC1)C(=O)C1=CC(=NC(=C1)N(S(=O)(=O)C)C)N1CCC(CC1)N1C(NC2=NC=CC=C21)=O (N-[4′-(5-fluoro-2,3-dihydro-indole-1-carbonyl)-4-(2-oxo-2,3-dihydro-imidazo[4,5-b]pyridin-1-yl)-3,4,5,6-tetrahydro-2H-[1,2′]bipyridinyl-6′-yl]-N-methyl-methanesulphonamide). RXN SMILES: Cl.Cl.[NH:3]1[CH2:8][CH2:7][CH:6]([N:9]2[C:17]3[C:12](=[N:13][CH:14]=[CH:15][CH:16]=3)[NH:11][C:10]2=[O:18])[CH2:5][CH2:4]1.Cl[C:20]1[N:25]=[C:24]([N:26]([CH3:31])[S:27]([CH3:30])(=[O:29])=[O:28])[CH:23]=[C:22]([C:32]([N:34]2[C:42]3[C:37](=[CH:38][C:39]([F:43])=[CH:40][CH:41]=3)[CH2:36][CH2:35]2)=[O:33])[CH:21]=1.C(=O)([O-])[O-].[K+].[K+]>CN1C(=O)CCC1>[F:43][C:39]1[CH:38]=[C:37]2[C:42](=[CH:41][CH:40]=1)[N:34]([C:32]([C:22]1[CH:23]=[C:24]([N:26]([CH3:31])[S:27]([CH3:30])(=[O:29])=[O:28])[N:25]=[C:20]([N:3]3[CH2:4][CH2:5][CH:6]([N:9]4[C:17]5[C:12](=[N:13][CH:14]=[CH:15][CH:16]=5)[NH:11][C:10]4=[O:18])[CH2:7][CH2:8]3)[CH:21]=1)=[O:33])[CH2:35][CH2:36]2 |f:0.1.2,4.5.6|. Reported procedure: 0.25 g (0.89 mmol) 1-piperidin-4-yl-1,3-dihydroimidazo[4,5-b]pyridin-2-one dihydrochloride, 0.34 g (0.89 mmol) N-[6-chloro-4-(5-fluoro-2,3-dihydro-indole-1-carbonyl)-pyridin-2-yl]-N-methyl-methanesulphonamide and 0.37 g (2.7 mmol) potassium carbonate were stirred in 3 mL of NMP for 4 h at 130° C. The reaction mixture was purified by HPLC. The product-containing fractions were combined and acetonitrile was eliminated by rotary evaporation. The precipitated substance was suction filtered and dried... Starting materials: BrC(C(=O)[O-])C1=CC=CC=C1 (bromophenylacetate), N1N=NC2=C1C=CC=C2 (benzotriazole), C1(=CC=CC=C1)C (toluene). Run in C(Cl)(Cl)Cl (CHCl3). Yields the product N1(N=NC2=C1C=CC=C2)C(C(=O)OC)C2=CC=CC=C2 (methyl 2-(1H-1,2,3-benzotriazol-1-yl)-2-phenylacetate). As a reaction SMILES: Br[CH:2]([C:6]1[CH:11]=[CH:10][CH:9]=[CH:8][CH:7]=1)[C:3]([O-:5])=[O:4].[NH:12]1[C:16]2[CH:17]=[CH:18][CH:19]=[CH:20][C:15]=2[N:14]=[N:13]1.[C:21]1(C)C=CC=CC=1>C(Cl)(Cl)Cl>[N:12]1([CH:2]([C:6]2[CH:11]=[CH:10][CH:9]=[CH:8][CH:7]=2)[C:3]([O:5][CH3:21])=[O:4])[C:16]2[CH:17]=[CH:18][CH:19]=[CH:20][C:15]=2[N:14]=[N:13]1. Reported procedure: A mixture of methyl ?-bromophenylacetate (6.9 g) and benzotriazole (11 g) in 50 mL of toluene was heated to reflux for 22 h, cooled and diluted with 400 mL of CHCl3. The mixture was then washed with 100 mL of 10% aqueous NaOH and the organic layer was dried over Na2SO4 and concentrated. After swishing from 1:1 hexane/EtOAc, 5.7 g of the title compound was obtained as a white solid. The reactants are BrC=1C=NC(=C(C(=O)O)C1)Cl (5-bromo-2-chloronicotinic acid), C(CCl)Cl (EDC), C=1C=CC2=C(C1)N=NN2O (HOBT), CCN(C(C)C)C(C)C (DIEA). The product is BrC=1C=NC(=C(C(=O)NC2=CC=C(C=C2)Cl)C1)Cl (5-bromo-2-chloro-N-(4-chlorophenyl)nicotinamide). Conditions: time 8 hour. Procedure details: To a mixture of 4-chloroanaline (594 mg, 4.7 mmol, 1. eq.), EDC (1.62 g, 8.5 mmol, 2 eq.), HOBT (572 mg, 4.2 mmol, 1 eq.), and DIEA (1.1 ml, 6.3 mmol, 1.5 eq.) in CH2Cl2 (50 ml) was added 5-bromo-2-chloronicotinic acid from Step B (1.0 g, 4.2 mmol). The reaction was stirred at RT overnight. The solution was quenched with water and the organic layer was purified by chromatography (50% EtOAc in hexane) to afford a light-yellow compound. MS (ES+): 347.0, 349.0 (M+H)+; (ES−): 345.0, 347.0 (M−H)−. Run in C(Cl)Cl (CH2Cl2). RXN SMILES: [CH2:1]([Cl:4])[CH2:2]Cl.C1C=[CH:7][C:8]2N(O)N=[N:11][C:9]=2[CH:10]=1.CCN(C(C)C)C(C)C.[Br:24][C:25]1[CH:26]=[N:27][C:28]([Cl:34])=[C:29]([CH:33]=1)[C:30]([OH:32])=O>C(Cl)Cl>[Br:24][C:25]1[CH:26]=[N:27][C:28]([Cl:34])=[C:29]([CH:33]=1)[C:30]([NH:11][C:9]1[CH:10]=[CH:2][C:1]([Cl:4])=[CH:7][CH:8]=1)=[O:32]. The reactants are CCN1CCNCC1, Cc1ccccc1, Nc1cc(Cl)ncn1. The product is CCN1CCN(c2cc(N)ncn2)CC1. RXN SMILES: [CH2:9]([CH3:10])[N:11]1[CH2:12][CH2:13][NH:14][CH2:15][CH2:16]1.[CH3:17][c:18]1[cH:19][cH:20][cH:21][cH:22][cH:23]1.[NH2:1][c:2]1[n:3][cH:4][n:5][c:6]([Cl:8])[cH:7]1>>[NH2:1][c:2]1[n:3][cH:4][n:5][c:6]([N:14]2[CH2:13][CH2:12][N:11]([CH2:9][CH3:10])[CH2:16][CH2:15]2)[cH:7]1. The product is C1=CC=CC=2OC3=C(C(=CC21)CN)C=CC=C3 (N-(dibenz[b,f]oxepin-10-ylmethyl)amine). The yield is 45.0%. Reaction conditions: time 8 hour. The solvent is C1(=CC=CC=C1)C (toluene). Starting materials: BrCC1=CC2=C(OC3=C1C=CC=C3)C=CC=C2 (10-bromomethyl-dibenz[b,f]oxepine), N (NH3). RXN SMILES: Br[CH2:2][C:3]1[C:9]2[CH:10]=[CH:11][CH:12]=[CH:13][C:8]=2[O:7][C:6]2[CH:14]=[CH:15][CH:16]=[CH:17][C:5]=2[CH:4]=1.[NH3:18]>C1(C)C=CC=CC=1>[CH:17]1[C:5]2[CH:4]=[C:3]([CH2:2][NH2:18])[C:9]3[CH:10]=[CH:11][CH:12]=[CH:13][C:8]=3[O:7][C:6]=2[CH:14]=[CH:15][CH:16]=1. Procedure details: 1.0 g (3.48 mmol) of 10-bromomethyl-dibenz[b,f]oxepine in 3 ml of toluene is added dropwise at 40° C. to 30 ml of NH3 -saturated methanol and the mixture is stirred at 35°-50° C. for 1 hour and at room temperature overnight. The solvent is partially removed, and the reaction mixture is taken up in tert-butyl methyl ether, washed with 0.1N sodium hydroxide solution and extracted with 1N hydrochloric acid. The aqueous phase is rendered basic with sodium hydroxide pellets and extracted with tert-bu... Reactants: COP(=O)(OC)C(C)C(NC(=O)OCc1ccccc1)C(=O)O, CC(C)(C)NC(=O)C1CC(Cl)CN1C(=O)C(O)C(N)Cc1ccccc1. Yields the product COP(=O)(OC)C(C)C(NC(=O)OCc1ccccc1)C(=O)NC(Cc1ccccc1)C(O)C(=O)N1CC(Cl)CC1C(=O)NC(C)(C)C. RXN SMILES: [CH2:27]([c:28]1[cH:29][cH:30][cH:31][cH:32][cH:33]1)[O:34][C:35](=[O:36])[NH:37][CH:38]([C:39](=[O:40])[OH:41])[CH:42]([CH3:43])[P:44](=[O:45])([O:46][CH3:47])[O:48][CH3:49].[NH2:1][CH:2]([CH:3]([C:4](=[O:5])[N:6]1[CH:7]([C:8](=[O:9])[NH:10][C:11]([CH3:12])([CH3:13])[CH3:14])[CH2:15][CH:16]([Cl:18])[CH2:17]1)[OH:19])[CH2:20][c:21]1[cH:22][cH:23][cH:24][cH:25][cH:26]1>>[NH:1]([CH:2]([CH:3]([C:4](=[O:5])[N:6]1[CH:7]([C:8](=[O:9])[NH:10][C:11]([CH3:12])([CH3:13])[CH3:14])[CH2:15][CH:16]([Cl:18])[CH2:17]1)[OH:19])[CH2:20][c:21]1[cH:22][cH:23][cH:24][cH:25][cH:26]1)[C:39]([CH:38]([NH:37][C:35]([O:34][CH2:27][c:28]1[cH:29][cH:30][cH:31][cH:32][cH:33]1)=[O:36])[CH:42]([CH3:43])[P:44](=[O:45])([O:46][CH3:47])[O:48][CH3:49])=[O:40]. Reactants: C[Li] (methyllithium), CC1OC=CC(C1)=O (racemic 2-methyl-2H-pyran-4(3H)-one), [NH4+].[Cl-] (NH4Cl). The reagents and catalysts are [Cu]I (copper(I) iodide). Run in C(C)OCC (diethyl ether), C(C)OCC (diethyl ether), C(C)OCC (diethyl ether). Run at temperature 0 celsius, time 20 minute. The product is CC1OC(CC(C1)=O)C (racemic (2R,6R)-2,6-dimethyldihydro-2H-pyran-4(3H)-one). Reaction SMILES: [CH3:1][Li].[CH3:3][CH:4]1[CH2:9][C:8](=[O:10])[CH:7]=[CH:6][O:5]1.[NH4+].[Cl-]>C(OCC)C.[Cu]I>[CH3:3][CH:4]1[CH2:9][C:8](=[O:10])[CH2:7][CH:6]([CH3:1])[O:5]1 |f:2.3|. Reported procedure: A solution of 1.6M methyllithium in diethyl ether (20.9 mL, 33.4 mmol) was added to a stirred slurry of copper(I) iodide (4.25 g, 22.30 mmol) in diethyl ether (30 mL) at 0° C. and under nitrogen. The reaction was stirred at 0° C. for 20 min and then racemic 2-methyl-2H-pyran-4(3H)-one (1.25 g, 11.2 mmol) in diethyl ether (12.0 mL) was added over 10 min. The reaction was allowed to warm to RT and stirred 2 h. The reaction mixture was poured into sat NH4Cl (aq) and stirred 20 min. The solution was...